From a dataset of the Open Reaction Database (ORD), a public repository of structured organic reaction records. describe an organic reaction: reactants, conditions, products, and yield Reactants: O=C1Cc2c(cccc2-c2cccc(Br)c2)N1, C1CCNCC1, Cc1[nH]c(C=O)c(C)c1C(=O)N1CCN(C)CC1, CCO. The product is Cc1[nH]c(C=C2C(=O)Nc3cccc(-c4cccc(Br)c4)c32)c(C)c1C(=O)N1CCN(C)CC1. Reaction SMILES: [Br:1][c:2]1[cH:3][c:4](-[c:8]2[c:9]3[c:13]([cH:14][cH:15][cH:16]2)[NH:12][C:11](=[O:17])[CH2:10]3)[cH:5][cH:6][cH:7]1.[CH2:36]1[CH2:37][CH2:38][NH:39][CH2:40][CH2:41]1.[CH3:18][c:19]1[c:20]([CH:34]=[O:35])[nH:21][c:22]([CH3:33])[c:23]1[C:24](=[O:25])[N:26]1[CH2:27][CH2:28][N:29]([CH3:32])[CH2:30][CH2:31]1.[CH3:42][CH2:43][OH:44]>>[Br:1][c:2]1[cH:3][c:4](-[c:8]2[c:9]3[c:13]([cH:14][cH:15][cH:16]2)[NH:12][C:11](=[O:17])[C:10]3=[CH:34][c:20]2[c:19]([CH3:18])[c:23]([C:24](=[O:25])[N:26]3[CH2:27][CH2:28][N:29]([CH3:32])[CH2:30][CH2:31]3)[c:22]([CH3:33])[nH:21]2)[cH:5][cH:6][cH:7]1. Starting materials: C1(=CC=CC=C1)C1=NC2=CC=CC=C2C(=C1)C(CCC1CCNCC1)=O (1-(2-phenyl-4-quinolyl)-3-(4-piperidyl)-1-propanone), [BH4-].[Na+] (sodium borohydride). The product is C1(=CC=CC=C1)C1=NC2=CC=CC=C2C(=C1)C(CCC1CCNCC1)O (1-(2-PHENYL-4-QUINOLYL)-3-(4-PIPERIDYL)-1-PROPANOL). Procedure: The operation was as in Example 1, except that 14 g of 1-(2-phenyl-4-quinolyl)-3-(4-piperidyl)-1-propanone and 2.3 g of sodium borohydride in 300 ml of methanol were used. After recrystallization of the crude product in isopropanol, 7 g of 1-(2-phenyl-4-quinolyl)-3-(4-piperidyl)-1-propanol (racemic) were obtained, which melted at 162° C. RXN SMILES: [C:1]1([C:7]2[CH:16]=[C:15]([C:17](=[O:26])[CH2:18][CH2:19][CH:20]3[CH2:25][CH2:24][NH:23][CH2:22][CH2:21]3)[C:14]3[C:9](=[CH:10][CH:11]=[CH:12][CH:13]=3)[N:8]=2)[CH:6]=[CH:5][CH:4]=[CH:3][CH:2]=1.[BH4-].[Na+]>CO>[C:1]1([C:7]2[CH:16]=[C:15]([CH:17]([OH:26])[CH2:18][CH2:19][CH:20]3[CH2:25][CH2:24][NH:23][CH2:22][CH2:21]3)[C:14]3[C:9](=[CH:10][CH:11]=[CH:12][CH:13]=3)[N:8]=2)[CH:2]=[CH:3][CH:4]=[CH:5][CH:6]=1 |f:1.2|. Solvent: CO (methanol). The reactants are [N+](=O)([O-])C=1C=CC(=C(C(=O)OCC)C1)OC1=CC(=CC(=C1)F)F (ethyl 5-nitro-2-(3,5-difluorophenoxy)benzoate), NC1=CC=CC=C1 (aniline). Run in C1CCOC1 (THF), C(C)O (ethanol). Yields the product NC=1C=CC(=C(C(=O)OCC)C1)OC1=CC(=CC(=C1)F)F (ethyl 5-amino-2-(3,5-difluorophenoxy)benzoate). Yield: 100.9%. As a reaction SMILES: [N+:1]([C:4]1[CH:5]=[CH:6][C:7]([O:15][C:16]2[CH:21]=[C:20]([F:22])[CH:19]=[C:18]([F:23])[CH:17]=2)=[C:8]([CH:14]=1)[C:9]([O:11][CH2:12][CH3:13])=[O:10])([O-])=O.NC1C=CC=CC=1>C(O)C.C1COCC1>[NH2:1][C:4]1[CH:5]=[CH:6][C:7]([O:15][C:16]2[CH:17]=[C:18]([F:23])[CH:19]=[C:20]([F:22])[CH:21]=2)=[C:8]([CH:14]=1)[C:9]([O:11][CH2:12][CH3:13])=[O:10]. Procedure details: Using the method of Example 17.3, ethyl 5-nitro-2-(3,5-difluorophenoxy)benzoate (0.76 g) in ethanol (7 mL) and THF (3 mL) was converted to the corresponding aniline derivative which was obtained as an oil (0.696 g).